Task: describe an organic reaction: reactants, conditions, products, and yield. Dataset: the Open Reaction Database (ORD), a public repository of structured organic reaction records The reactants are FC1=C(OC2=CC(N(C2)C(C(=O)NC2=NN(C=C2)C[C@H]2OC(OC2)(C)C)CC2(CCCC2)F)=O)C(=CC=C1)F (2-[4-(2,6-difluoro-phenoxy)-2-oxo-2,5-dihydro-pyrrol-1-yl]-N-[1-((R)-2,2-dimethyl-[1,3]dioxolan-4-yl-methyl)-1H-pyrazol-3-yl]-3-(1-fluoro-cyclopentyl)-propionamide), C1(=CC=C(C=C1)S(=O)(=O)O)C (p-toluenesulfonic acid). The solvent is CO (methanol). Conditions: time 8 hour. Yields the product FC1=C(OC2=CC(N(C2)C(C(=O)NC2=NN(C=C2)C[C@H](CO)O)CC2(CCCC2)F)=O)C(=CC=C1)F (2-[4-(2,6-difluoro-phenoxy)-2-oxo-2,5-dihydro-pyrrol-1-yl]-N-[1-((R)-2,3-dihydroxy-propyl)-1H-pyrazol-3-yl]-3-(1-fluoro-cyclopentyl)-propionamide). Isolated yield 85.2%. Reaction SMILES: [F:1][C:2]1[CH:38]=[CH:37][CH:36]=[C:35]([F:39])[C:3]=1[O:4][C:5]1[CH2:9][N:8]([CH:10]([CH2:27][C:28]2([F:33])[CH2:32][CH2:31][CH2:30][CH2:29]2)[C:11]([NH:13][C:14]2[CH:18]=[CH:17][N:16]([CH2:19][C@@H:20]3[CH2:24][O:23]C(C)(C)[O:21]3)[N:15]=2)=[O:12])[C:7](=[O:34])[CH:6]=1.C1(C)C=CC(S(O)(=O)=O)=CC=1>CO>[F:1][C:2]1[CH:38]=[CH:37][CH:36]=[C:35]([F:39])[C:3]=1[O:4][C:5]1[CH2:9][N:8]([CH:10]([CH2:27][C:28]2([F:33])[CH2:32][CH2:31][CH2:30][CH2:29]2)[C:11]([NH:13][C:14]2[CH:18]=[CH:17][N:16]([CH2:19][C@@H:20]([OH:21])[CH2:24][OH:23])[N:15]=2)=[O:12])[C:7](=[O:34])[CH:6]=1. Reported procedure: A solution of 2-[4-(2,6-difluoro-phenoxy)-2-oxo-2,5-dihydro-pyrrol-1-yl]-N-[1-((R)-2,2-dimethyl-[1,3]dioxolan-4-yl-methyl)-1H-pyrazol-3-yl]-3-(1-fluoro-cyclopentyl)-propionamide (0.330 g, 0.60 mmol) in methanol (6 mL) was treated with p-toluenesulfonic acid (0.017 g, 0.09 mmol). The reaction mixture was stirred at room temperature overnight. The solvents were removed under vacuum and ethyl acetate was added to the residue. The resulting mixture was washed with saturated sodium bicarbonate, a sat... Starting materials: C([O-])([O-])=O.[K+].[K+] (Potassium carbonate), BrC1=CC=C(C=C1)CC(=O)C1=C(C=C(C(=C1)Cl)O)O (2-(4-Bromo-phenyl)-1-(5-chloro-2,4-dihydroxy-phenyl)-ethanone), C(C)(=O)OC(C)=O (Acetic anhydride). Product: BrC1=CC=C(C=C1)C1=C(OC2=CC(=C(C=C2C1=O)Cl)O)C (3-(4-Bromo-phenyl)-6-chloro-7-hydroxy-2-methyl-chromen-4-one), solid. The yield is 74.5%. Reaction SMILES: [Br:1][C:2]1[CH:7]=[CH:6][C:5]([CH2:8][C:9]([C:11]2[CH:16]=[C:15]([Cl:17])[C:14]([OH:18])=[CH:13][C:12]=2[OH:19])=[O:10])=[CH:4][CH:3]=1.[C:20](OC(=O)C)(=O)[CH3:21].C(=O)([O-])[O-].[K+].[K+]>>[Br:1][C:2]1[CH:3]=[CH:4][C:5]([C:8]2[C:9](=[O:10])[C:11]3[C:12](=[CH:13][C:14]([OH:18])=[C:15]([Cl:17])[CH:16]=3)[O:19][C:20]=2[CH3:21])=[CH:6][CH:7]=1 |f:2.3.4|. Procedure details: This compounds was synthesised in the same manner as described above. 2-(4-Bromo-phenyl)-1-(5-chloro-2,4-dihydroxy-phenyl)-ethanone (1.5 g, 4.4 mmol), Acetic anhydride (2.0 ml), Potassium carbonate (2.1 g 15.2 mmol). 3-(4-Bromo-phenyl)-6-chloro-7-hydroxy-2-methyl-chromen-4-one was obtained an off white solid (1.2 g, 74.5%). Procedure details: A 1 M solution of lithium tri-sec-butylborohydride in tetrahydrofuran under nitrogen is cooled in a dry iceacetone bath to about -78° C. and 19-hydroxy-1α-methyl-5α-androstane-3,17-dione acetate in tetrahydrofuran is slowly added. The reaction mixture is stirred for two hours at this temperature, warmed to 0° C. and stirring continued for an additional two hours. The reaction mixture is decomposed by the addition of a 3 N sodium hydroxide solution followed by the addition of a 30% hydrogen perox... Reactants: solution, C(C)(CC)[BH-](C(C)CC)C(C)CC.[Li+] (lithium tri-sec-butylborohydride), [OH-].[Na+] (sodium hydroxide), C(C)(=O)O.OC[C@]12[C@H](CC(C[C@@H]1CC[C@H]1[C@@H]3CCC([C@@]3(C)CC[C@H]21)=O)=O)C (19-hydroxy-1α-methyl-5α-androstane-3,17-dione acetate), OO (hydrogen peroxide), C([O-])([O-])=O.[K+].[K+] (potassium carbonate). Yields the product C(C)(=O)OC[C@]12[C@H](C[C@H](C[C@@H]1CC[C@H]1[C@@H]3CC[C@@H]([C@@]3(C)CC[C@H]21)O)O)C (1α-methyl-5α-androstane-3α,17β,19-triol 19-acetate). Run in O1CCCC1 (tetrahydrofuran), O1CCCC1 (tetrahydrofuran). Reaction SMILES: C([BH-](C(CC)C)C(CC)C)(CC)C.[Li+].[C:15]([OH:18])(=[O:17])[CH3:16].O[CH2:20][C@@:21]12[C@@H:38]3[C@H:29]([C@H:30]4[C@@:34]([CH2:36][CH2:37]3)([CH3:35])[C:33](=[O:39])[CH2:32][CH2:31]4)[CH2:28][CH2:27][C@H:26]1[CH2:25][C:24](=[O:40])[CH2:23][C@@H:22]2[CH3:41].[OH-].[Na+].OO.C(=O)([O-])[O-].[K+].[K+]>O1CCCC1>[C:15]([O:18][CH2:20][C@@:21]12[C@@H:38]3[C@H:29]([C@H:30]4[C@@:34]([CH2:36][CH2:37]3)([CH3:35])[C@@H:33]([OH:39])[CH2:32][CH2:31]4)[CH2:28][CH2:27][C@H:26]1[CH2:25][C@H:24]([OH:40])[CH2:23][C@@H:22]2[CH3:41])(=[O:17])[CH3:16] |f:0.1,2.3,4.5,7.8.9|. Reaction conditions: temperature 0 celsius, time 2 hour. The reactants are ClC=1C=C(C=CC1S(=O)(=O)C)[C@H](C(=O)O)CC1CCCC1 (2(R)-(3-chloro-4-methanesulfonyl-phenyl)-3-cyclopentyl-propionic acid), solution, C(C(=O)Cl)(=O)Cl (oxalyl chloride), O1C(=CCCC1)C=1N=CC(=NC1)N (5-(5,6-dihydro-4H-pyran-2-yl)-pyrazin-2-ylamine), N1=C(C=CC=C1C)C (2,6-lutidine). The reagents and catalysts are CN(C=O)C (N,N-dimethylformamide). The solvent is C(Cl)Cl (methylene chloride), O (water), C(Cl)Cl (methylene chloride), O1CCCC1 (tetrahydrofuran). Run at temperature 0 celsius, time 30 minute. The product is hexanes ethyl acetate, ClC=1C=C(C=CC1S(=O)(=O)C)[C@H](C(=O)NC1=NC=C(N=C1)C=1OCCCC1)CC1CCCC1 (2(R)-(3-chloro-4-methanesulfonyl-phenyl)-3-cyclopentyl-N-[5-(5,6-dihydro-4H-pyran-2-yl)-pyrazin-2-yl]-propionamide). Isolated yield 42.5%. Reaction SMILES: [Cl:1][C:2]1[CH:3]=[C:4]([C@@H:12]([CH2:16][CH:17]2[CH2:21][CH2:20][CH2:19][CH2:18]2)[C:13]([OH:15])=O)[CH:5]=[CH:6][C:7]=1[S:8]([CH3:11])(=[O:10])=[O:9].C(Cl)(=O)C(Cl)=O.[O:28]1[CH2:33][CH2:32][CH2:31][CH:30]=[C:29]1[C:34]1[N:35]=[CH:36][C:37]([NH2:40])=[N:38][CH:39]=1.N1C(C)=CC=CC=1C>C(Cl)Cl.CN(C)C=O.O1CCCC1.O>[Cl:1][C:2]1[CH:3]=[C:4]([C@@H:12]([CH2:16][CH:17]2[CH2:21][CH2:20][CH2:19][CH2:18]2)[C:13]([NH:40][C:37]2[CH:36]=[N:35][C:34]([C:29]3[O:28][CH2:33][CH2:32][CH2:31][CH:30]=3)=[CH:39][N:38]=2)=[O:15])[CH:5]=[CH:6][C:7]=1[S:8]([CH3:11])(=[O:9])=[O:10]. Procedure: A solution of 2(R)-(3-chloro-4-methanesulfonyl-phenyl)-3-cyclopentyl-propionic acid (prepared as in Example 1, 40 mg, 0.12 mmol) in methylene chloride (2 mL) cooled to 0° C. was treated with a 2.0M solution of oxalyl chloride in methylene chloride (70 μL, 1.40 mmol) and N,N-dimethylformamide (1 drop). The reaction mixture was stirred at 0° C. for 30 min, concentrated in vacuo, and azeotroped with methylene chloride (2 mL) three times. The resulting oil was dissolved in tetrahydrofuran (1 mL) at ... The reactants are C1(CCCC1)N1N=C(C2=CC=C(C=C12)C(=O)NCC(=O)O)CC ([(1-cyclopentyl-3-ethyl-1H-indazole-6-carbonyl)-amino]-acetic acid), Cl.O(C)N (methoxylamine hydrochloride). Yields the product CONC(=O)CNC(=O)C1=CC=C2C(=NN(C2=C1)C1CCCC1)CC (1-Cyclopentyl-3-ethyl-1H-indazole-6-carboxylic acid (methoxycarbamoyl-methyl)-amide). The yield is 16.1%. As a reaction SMILES: [CH:1]1([N:6]2[C:14]3[C:9](=[CH:10][CH:11]=[C:12]([C:15]([NH:17][CH2:18][C:19]([OH:21])=O)=[O:16])[CH:13]=3)[C:8]([CH2:22][CH3:23])=[N:7]2)[CH2:5][CH2:4][CH2:3][CH2:2]1.Cl.[O:25]([NH2:27])[CH3:26]>>[CH3:26][O:25][NH:27][C:19]([CH2:18][NH:17][C:15]([C:12]1[CH:13]=[C:14]2[C:9]([C:8]([CH2:22][CH3:23])=[N:7][N:6]2[CH:1]2[CH2:5][CH2:4][CH2:3][CH2:2]2)=[CH:10][CH:11]=1)=[O:16])=[O:21] |f:1.2|. Reported procedure: This compound was prepared according to the method of Example 37, using 222 mg (0.704 mmol, 1.0 equiv)[(1-cyclopentyl-3-ethyl-1H-indazole-6-carbonyl)-amino]-acetic acid and 59 mg (0.704 mmol, 1.0 equiv) methoxylamine hydrochloride as starting materials to give 39 mg of a clear oil, which was crystallized from ether/hexanes to give 34 mg (14%) of white crystals: mp 135-136° C.; Anal. calcd for C18H24N4O3: C, 62.77; H, 7.02; N, 16.27. Found: C, 62.64; H, 6.87; N, 16.47. Starting materials: ClCCl, CCCCCCCCCCC(=O)O, CN(C)C=O, O=C(Cl)C(=O)Cl. Yields the product CCCCCCCCCCC(=O)Cl. Reaction SMILES: [CH2:25]([Cl:26])[Cl:27].[CH3:1][CH2:2][CH2:3][CH2:4][CH2:5][CH2:6][CH2:7][CH2:8][CH2:9][CH2:10][C:11]([OH:12])=[O:13].[CH3:20][N:21]([CH3:22])[CH:23]=[O:24].[Cl:14][C:15]([C:16]([Cl:17])=[O:18])=[O:19]>>[CH3:1][CH2:2][CH2:3][CH2:4][CH2:5][CH2:6][CH2:7][CH2:8][CH2:9][CH2:10][C:11](=[O:13])[Cl:14]. Reactants: CC#N, COCCCCC(O)(c1cccc(Cl)c1F)C1CN(C(=O)OC(C)(C)C)CCO1, Cl, [Na+], [OH-]. Yields the product COCCCCC(O)(c1cccc(Cl)c1F)C1CNCCO1. Reaction SMILES: [CH3:32][C:33]#[N:34].[Cl:1][c:2]1[c:3]([F:29])[c:4]([C:8]([CH2:9][CH2:10][CH2:11][CH2:12][O:13][CH3:14])([OH:15])[CH:16]2[O:17][CH2:18][CH2:19][N:20]([C:22]([O:23][C:24]([CH3:25])([CH3:26])[CH3:27])=[O:28])[CH2:21]2)[cH:5][cH:6][cH:7]1.[ClH:35].[Na+:31].[OH-:30]>>[Cl:1][c:2]1[c:3]([F:29])[c:4]([C:8]([CH2:9][CH2:10][CH2:11][CH2:12][O:13][CH3:14])([OH:15])[CH:16]2[O:17][CH2:18][CH2:19][NH:20][CH2:21]2)[cH:5][cH:6][cH:7]1.